This data is from the Open Reaction Database (ORD), a public repository of structured organic reaction records. The task is: describe an organic reaction: reactants, conditions, products, and yield The reactants are CCO, O=C[O-], [NH4+], CCOC(=O)N1C2C=C(c3ccc4ccccc4c3)CC1CC2. The product is CCOC(=O)N1C2CCC1CC(c1ccc3ccccc3c1)C2. Reaction SMILES: [CH3:28][CH2:29][OH:30].[CH:24]([O-:25])=[O:26].[NH4+:27].[cH:1]1[c:2]([C:11]2=[CH:12][CH:13]3[CH2:14][CH2:15][CH:16]([CH2:17]2)[N:18]3[C:19](=[O:20])[O:21][CH2:22][CH3:23])[cH:3][cH:4][c:5]2[cH:6][cH:7][cH:8][cH:9][c:10]12>>[cH:1]1[c:2]([CH:11]2[CH2:12][CH:13]3[CH2:14][CH2:15][CH:16]([CH2:17]2)[N:18]3[C:19](=[O:20])[O:21][CH2:22][CH3:23])[cH:3][cH:4][c:5]2[cH:6][cH:7][cH:8][cH:9][c:10]12.